Task: describe an organic reaction: reactants, conditions, products, and yield. Dataset: the Open Reaction Database (ORD), a public repository of structured organic reaction records The reactants are BrC=1C=C2C(=C(C=NC2=CC1)C(=O)C1CC1)NC=1C=NC(=NC1)N1CC(CCC1)NC(OC(C)(C)C)=O (tert-butyl 1-(5-(6-bromo-3-(cyclopropanecarbonyl)quinoline-4-ylamino)pyrimidin-2-yl)piperidin-3-ylcarbamate), ClC1=C(C(=CC(=C1)B1OC(C(O1)(C)C)(C)C)Cl)O (2,6-dichloro-4-(4,4,5,5-tetramethyl-1,3,2-dioxaborolan-2-yl)phenol). Yields the product NC1CN(CCC1)C1=NC=C(C=N1)NC1=C(C=NC2=CC=C(C=C12)C1=CC(=C(C(=C1)Cl)O)Cl)C(=O)C1CC1 ((4-(2-(3-aminopiperidin-1-yl)pyrimidin-5-ylamino)-6-(3,5-dichloro-4-hydroxyphenyl) quinolin-3-yl)(cyclopropyl)methanone). Yield: 5.6%. As a reaction SMILES: Br[C:2]1[CH:3]=[C:4]2[C:9](=[CH:10][CH:11]=1)[N:8]=[CH:7][C:6]([C:12]([CH:14]1[CH2:16][CH2:15]1)=[O:13])=[C:5]2[NH:17][C:18]1[CH:19]=[N:20][C:21]([N:24]2[CH2:29][CH2:28][CH2:27][CH:26]([NH:30]C(=O)OC(C)(C)C)[CH2:25]2)=[N:22][CH:23]=1.[Cl:38][C:39]1[CH:44]=[C:43](B2OC(C)(C)C(C)(C)O2)[CH:42]=[C:41]([Cl:54])[C:40]=1[OH:55]>>[NH2:30][CH:26]1[CH2:27][CH2:28][CH2:29][N:24]([C:21]2[N:20]=[CH:19][C:18]([NH:17][C:5]3[C:4]4[C:9](=[CH:10][CH:11]=[C:2]([C:43]5[CH:44]=[C:39]([Cl:38])[C:40]([OH:55])=[C:41]([Cl:54])[CH:42]=5)[CH:3]=4)[N:8]=[CH:7][C:6]=3[C:12]([CH:14]3[CH2:16][CH2:15]3)=[O:13])=[CH:23][N:22]=2)[CH2:25]1. Procedure: Following general procedure D, tert-butyl 1-(5-(6-bromo-3-(cyclopropanecarbonyl)quinoline-4-ylamino)pyrimidin-2-yl)piperidin-3-ylcarbamate (150 mg, 0.26 mmol) was reacted with 2,6-dichloro-4-(4,4,5,5-tetramethyl-1,3,2-dioxaborolan-2-yl)phenol (112 mg, 0.39 mmol) to obtain the protected intermediate which was subjected to general procedure A-2 to afford the desired product (8.0 mg, 8% over 2 steps) as a yellow solid. 1H NMR (500 MHz, MeOD+TFA-d) δ 9.33 (br s, 1H), 8.44 (s, 2H), 8.27 (dd, J=8.9, 1... Reactants: Cl.ClC1=NC=NC2=CC(=CC=C12)OCCOC (4-chloro-7-(2-methoxyethoxy)quinazoline hydrochloride). Solvent: C(O)([O-])=O.[Na+] (sodium hydrogen carbonate), O (water), C(C)(=O)OCC (ethyl acetate). Conditions: time 15 minute. Product: ClC1=NC=NC2=CC(=CC=C12)OCCOC (4-chloro-7-(2-methoxyethoxy)quinazoline). Isolated yield 80.3%. RXN SMILES: Cl.[Cl:2][C:3]1[C:12]2[C:7](=[CH:8][C:9]([O:13][CH2:14][CH2:15][O:16][CH3:17])=[CH:10][CH:11]=2)[N:6]=[CH:5][N:4]=1>O.C(OCC)(=O)C.C(=O)([O-])O.[Na+]>[Cl:2][C:3]1[C:12]2[C:7](=[CH:8][C:9]([O:13][CH2:14][CH2:15][O:16][CH3:17])=[CH:10][CH:11]=2)[N:6]=[CH:5][N:4]=1 |f:0.1,4.5|. Procedure details: A suspension of 4-chloro-7-(2-methoxyethoxy)quinazoline hydrochloride (500 mg, 1.8 mmol) in a mixture of water (20 ml) and ethyl acetate (20 ml) was diluted with a saturated solution of sodium hydrogen carbonate. After stirring at ambient tempreature for 15 minutes the solution was extracted with ethyl acetate. The organic layer was washed with brine, dried (MgSO4) and evaporated to give 4-chloro-7-(2-methoxyethoxy)quinazoline (345 mg, 80%). Starting materials: COC(=O)COc1ccc(CC(C)N2CCOC(c3csc(C(F)(F)F)n3)C2)cc1, CO, [Na+], [OH-]. Product: CC(Cc1ccc(OCC(=O)O)cc1)N1CCOC(c2csc(C(F)(F)F)n2)C1. Reaction SMILES: [C:1](=[O:2])([O:3][CH3:4])[CH2:5][O:6][c:7]1[cH:8][cH:9][c:10]([CH2:13][CH:14]([CH3:15])[N:16]2[CH2:17][CH:18]([c:22]3[n:23][c:24]([C:27]([F:28])([F:29])[F:30])[s:25][cH:26]3)[O:19][CH2:20][CH2:21]2)[cH:11][cH:12]1.[CH3:33][OH:34].[Na+:32].[OH-:31]>>[C:1](=[O:2])([OH:3])[CH2:5][O:6][c:7]1[cH:8][cH:9][c:10]([CH2:13][CH:14]([CH3:15])[N:16]2[CH2:17][CH:18]([c:22]3[n:23][c:24]([C:27]([F:28])([F:29])[F:30])[s:25][cH:26]3)[O:19][CH2:20][CH2:21]2)[cH:11][cH:12]1. The reactants are O1C(=NN=C1)C1=CC2=C(N=CN2)C=C1 (5-(1,3,4-oxadiazol-2-yl)benzimidazole), ClC1=C(CN)C=CC=C1 (2-chlorobenzylamine). The product is ClC1=C(CN2C(=NN=C2)C2=CC3=C(NC=N3)C=C2)C=CC=C1 (5-(4-(2-Chlorobenzyl)-4H-1,2,4-triazol-3-yl)-1H-benzo[d]imidazole). As a reaction SMILES: O1[CH:5]=[N:4][N:3]=[C:2]1[C:6]1[CH:14]=[CH:13][C:9]2[N:10]=[CH:11][NH:12][C:8]=2[CH:7]=1.[Cl:15][C:16]1[CH:23]=[CH:22][CH:21]=[CH:20][C:17]=1[CH2:18][NH2:19]>>[Cl:15][C:16]1[CH:23]=[CH:22][CH:21]=[CH:20][C:17]=1[CH2:18][N:19]1[CH:5]=[N:4][N:3]=[C:2]1[C:6]1[CH:14]=[CH:13][C:9]2[NH:10][CH:11]=[N:12][C:8]=2[CH:7]=1. Procedure details: The compound was synthesized starting from 5-(1,3,4-oxadiazol-2-yl)benzimidazole (186 mg, 1 mmol) and 2-chlorobenzylamine (0.5 ml) as described above; yield: 0.089 g (28.8%); The reactants are CSc1ccc(C2=C(c3ccccc3)C(=O)C(C)(C)O2)c(F)c1, CO, O. Product: CC1(C)OC(c2ccc(S(C)(=O)=O)cc2F)=C(c2ccccc2)C1=O. As a reaction SMILES: [CH3:1][C:2]1([CH3:23])[O:3][C:4]([c:14]2[c:15]([F:22])[cH:16][c:17]([S:20][CH3:21])[cH:18][cH:19]2)=[C:5]([c:8]2[cH:9][cH:10][cH:11][cH:12][cH:13]2)[C:6]1=[O:7].[CH3:25][OH:26].[OH2:24]>>[CH3:1][C:2]1([CH3:23])[O:3][C:4]([c:14]2[c:15]([F:22])[cH:16][c:17]([S:20]([CH3:21])(=[O:24])=[O:26])[cH:18][cH:19]2)=[C:5]([c:8]2[cH:9][cH:10][cH:11][cH:12][cH:13]2)[C:6]1=[O:7]. The reactants are COC1=CC=C(CN)C=C1 (4-Methoxybenzylamine), ClC1=NC=C(C(=C1)NCCOC)C(F)(F)F (2-chloro-N-(2-methoxyethyl)-5-(trifluoromethyl)pyridin-4-amine), ClC1=NC=C(C(=C1)NCCOC)C(F)(F)F (2-chloro-N-(2-methoxyethyl)-5-(trifluoromethyl)pyridin-4-amine), COC1=CC=C(CN)C=C1 (4-methoxybenzylamine). Conditions: temperature 120 celsius, time 18 hour. Yields the product COC1=CC=C(CNC2=NC=C(C(=C2)NCCOC)C(F)(F)F)C=C1 (N2-(4-methoxybenzyl)-N4-(2-methoxyethyl)-5-(trifluoromethyl)pyridine-2,4-diamine). RXN SMILES: [CH3:1][O:2][C:3]1[CH:10]=[CH:9][C:6]([CH2:7][NH2:8])=[CH:5][CH:4]=1.Cl[C:12]1[CH:17]=[C:16]([NH:18][CH2:19][CH2:20][O:21][CH3:22])[C:15]([C:23]([F:26])([F:25])[F:24])=[CH:14][N:13]=1>>[CH3:1][O:2][C:3]1[CH:10]=[CH:9][C:6]([CH2:7][NH:8][C:12]2[CH:17]=[C:16]([NH:18][CH2:19][CH2:20][O:21][CH3:22])[C:15]([C:23]([F:24])([F:26])[F:25])=[CH:14][N:13]=2)=[CH:5][CH:4]=1. Procedure details: 4-Methoxybenzylamine (485 mg, 3.53 mmol) was added to 2-chloro-N-(2-methoxyethyl)-5-(trifluoromethyl)pyridin-4-amine (intermediate 86, 300 mg, 1.18 mmol) and heated in a MW in a septum sealed vial at 60° C. for 3 h. Conventional heating was then continued for 18 h at 80° C., the reaction mixture cooled, additional 4-methoxybenzylamine (162 mg, 1.18 mmol) added and heating continued at 100° C. for 22 h. The reaction mixture was then heated for 9 h at 120° C., cooled, partitioned between saturated...